This data is from the Open Reaction Database (ORD), a public repository of structured organic reaction records. The task is: describe an organic reaction: reactants, conditions, products, and yield As a reaction SMILES: Cl[C:2]([O:4][CH:5]([Cl:7])[CH3:6])=[O:3].ClCCl.[CH3:11][NH:12][CH2:13][C:14]([O:16][CH:17]1[CH2:23][CH2:22][CH2:21][N:20]([C:24](=[O:42])[C:25]2[CH:30]=[CH:29][C:28]([NH:31][C:32](=[O:40])[C:33]3[CH:38]=[CH:37][CH:36]=[CH:35][C:34]=3[CH3:39])=[CH:27][C:26]=2[CH3:41])[C:19]2[CH:43]=[CH:44][C:45]([Cl:47])=[CH:46][C:18]1=2)=[O:15].CN1CCOCC1>C(OCC)(=O)C>[Cl:7][CH:5]([O:4][C:2]([CH2:11][NH:12][CH2:13][C:14]([O:16][CH:17]1[CH2:23][CH2:22][CH2:21][N:20]([C:24](=[O:42])[C:25]2[CH:30]=[CH:29][C:28]([NH:31][C:32](=[O:40])[C:33]3[CH:38]=[CH:37][CH:36]=[CH:35][C:34]=3[CH3:39])=[CH:27][C:26]=2[CH3:41])[C:19]2[CH:43]=[CH:44][C:45]([Cl:47])=[CH:46][C:18]1=2)=[O:15])=[O:3])[CH3:6]. Run in C(C)(=O)OCC (ethyl acetate). Procedure: 1-Chloroethyl chloroformate (0.12 ml, 1.2 mmol) was added dropwise to a dichloromethane (10 ml) solution of 7-chloro-1-[2-methyl-4-(2-methylbenzamido)benzoyl]-2,3,4,5-tetrahydro-1H-benzo[b]azepin-5-yl methylaminoacetate (0.60 g, 1.2 mmol), and the mixture was cooled with ice. Then N-methylmorpholine (0.15 ml, 1.4 mmol) was gradually added dropwise thereto. After the resultant mixture was stirred at room temperature for 1 hour, the reaction mixture was diluted with ethyl acetate, washed with wate... Reactants: ClC(=O)OC(C)Cl (1-Chloroethyl chloroformate), ClCCl (dichloromethane), CNCC(=O)OC1C2=C(N(CCC1)C(C1=C(C=C(C=C1)NC(C1=C(C=CC=C1)C)=O)C)=O)C=CC(=C2)Cl (7-chloro-1-[2-methyl-4-(2-methylbenzamido)benzoyl]-2,3,4,5-tetrahydro-1H-benzo[b]azepin-5-yl methylaminoacetate), CN1CCOCC1 (N-methylmorpholine), resultant mixture. Isolated yield 89.1%. Product: ClC(C)OC(=O)CNCC(=O)OC1C2=C(N(CCC1)C(C1=C(C=C(C=C1)NC(C1=C(C=CC=C1)C)=O)C)=O)C=CC(=C2)Cl (7-chloro-1-[2-methyl-4-(2-methylbenzamido)-benzoyl]-2,3,4,5-tetrahydro-1H-benzo[b]azepin-5-yl [(1-chloroethoxycarbonyl)methylamino]acetate). As a reaction SMILES: [Br:8][c:9]1[cH:10][c:11]([N+:15](=[O:16])[O-:17])[cH:12][cH:13][cH:14]1.[ClH:18].[c:1]1([S-:7])[cH:2][cH:3][cH:4][cH:5][cH:6]1.[cH:19]1[cH:20][c:21]2[c:22]([n:23][cH:24][cH:25][cH:26]2)[cH:27][cH:28]1.[cH:29]1[cH:30][cH:31][n:32][cH:33][cH:34]1>>[c:1]1([S:7][c:9]2[cH:10][c:11]([N+:15](=[O:16])[O-:17])[cH:12][cH:13][cH:14]2)[cH:2][cH:3][cH:4][cH:5][cH:6]1. The reactants are O=[N+]([O-])c1cccc(Br)c1, Cl, [S-]c1ccccc1, c1ccc2ncccc2c1, c1ccncc1. Product: O=[N+]([O-])c1cccc(Sc2ccccc2)c1. Reactants: C(C)(C)(C)OC(=O)N1CC=2C(CC1)=CN(C2)CC(=O)OCC (ethyl 5-t-butoxycarbonyl-4,5,6,7-tetrahydropyrrolo[3,4-c]pyridin-2-acetate), C(F)(F)(F)C(=O)O (CF3CO2H). Solvent: C(Cl)Cl (methylene chloride). Reaction conditions: time 2 hour. Product: C=1N(C=C2CNCCC21)CC(=O)OCC (Ethyl 4,5,6,7-tetrahydropyrrolo[3,4-c]pyridin-2-acetate). RXN SMILES: C(OC([N:8]1[CH2:13][CH2:12][C:11]2=[CH:14][N:15]([CH2:17][C:18]([O:20][CH2:21][CH3:22])=[O:19])[CH:16]=[C:10]2[CH2:9]1)=O)(C)(C)C.C(C(O)=O)(F)(F)F>C(Cl)Cl>[CH:14]1[N:15]([CH2:17][C:18]([O:20][CH2:21][CH3:22])=[O:19])[CH:16]=[C:10]2[C:11]=1[CH2:12][CH2:13][NH:8][CH2:9]2. Reported procedure: In 2 ml of methylene chloride was dissolved 0.11 g (0.36 mmol) of ethyl 5-t-butoxycarbonyl-4,5,6,7-tetrahydropyrrolo[3,4-c]pyridin-2-acetate, and under ice-cooling, 0.4 ml of CF3CO2H was added to the residue and the mixture was stirred at room temperature for 2 hours.